Dataset: the Open Reaction Database (ORD), a public repository of structured organic reaction records. Task: describe an organic reaction: reactants, conditions, products, and yield The reactants are [C-]#N, COC(=O)C1(NC(=O)OC(C)(C)C)CC1CCOS(C)(=O)=O, CCOC(C)=O, [I-], [Na+], [Na+], CN(C)C=O. The product is COC(=O)C1(NC(=O)OC(C)(C)C)CC1CCC#N. Reaction SMILES: [C-:23]#[N:24].[CH3:1][O:2][C:3](=[O:4])[C:5]1([NH:15][C:16](=[O:17])[O:18][C:19]([CH3:20])([CH3:21])[CH3:22])[CH:6]([CH2:8][CH2:9][O:10][S:11]([CH3:12])(=[O:13])=[O:14])[CH2:7]1.[CH3:33][CH2:34][O:35][C:36]([CH3:37])=[O:38].[I-:26].[Na+:25].[Na+:27].[O:28]=[CH:29][N:30]([CH3:31])[CH3:32]>>[CH3:1][O:2][C:3](=[O:4])[C:5]1([NH:15][C:16](=[O:17])[O:18][C:19]([CH3:20])([CH3:21])[CH3:22])[CH:6]([CH2:8][CH2:9][C:23]#[N:24])[CH2:7]1. Reactants: C1(=CC=CC=C1)N=C=S (Phenylisothiocyanate), CC(C)C1=C(C(=CC=C1)C(C)C)NC(CNCC1(CCCC1)C1=CC=CC=C1)=O (N-[2,6-bis(1-Methylethyl)phenyl]-2-[[(1-phenylcyclopentyl)methyl]amino]acetamide). Run in C(C)(=O)OCC (ethyl acetate). Run at time 4 day. The product is CC(C)C1=C(C(=CC=C1)C(C)C)NC(CN(CC1(CCCC1)C1=CC=CC=C1)C(=S)NC1=CC=CC=C1)=O (N-[2,6-bis(1-Methylethyl)phenyl]-2-[[(phenylamino)thioxomethyl][(1-phenylcyclopentyl)methyl]amino]acetamide). Reaction SMILES: [C:1]1([N:7]=[C:8]=[S:9])[CH:6]=[CH:5][CH:4]=[CH:3][CH:2]=1.[CH3:10][CH:11]([C:13]1[CH:18]=[CH:17][CH:16]=[C:15]([CH:19]([CH3:21])[CH3:20])[C:14]=1[NH:22][C:23](=[O:38])[CH2:24][NH:25][CH2:26][C:27]1([C:32]2[CH:37]=[CH:36][CH:35]=[CH:34][CH:33]=2)[CH2:31][CH2:30][CH2:29][CH2:28]1)[CH3:12]>C(OCC)(=O)C>[CH3:12][CH:11]([C:13]1[CH:18]=[CH:17][CH:16]=[C:15]([CH:19]([CH3:20])[CH3:21])[C:14]=1[NH:22][C:23](=[O:38])[CH2:24][N:25]([C:8]([NH:7][C:1]1[CH:6]=[CH:5][CH:4]=[CH:3][CH:2]=1)=[S:9])[CH2:26][C:27]1([C:32]2[CH:33]=[CH:34][CH:35]=[CH:36][CH:37]=2)[CH2:31][CH2:30][CH2:29][CH2:28]1)[CH3:10]. Procedure details: Phenylisothiocyanate (0.103 g) was added to the product of Example 6 in a few mL ethyl acetate at room temperature. This mixture was allowed to sit 4 days at room temperature, concentrated, and the resulting solid collected by filtration from a slurry in hexane. 0.31 g (84%). NMR (CDCl3) δ 1.21 (12H, d), δ 1.74-2.14 (8H, m), δ 3.08 (2H, m), δ 3.89 (2H, s), δ 4.92 (2H, bs), δ 618 (1H, s), δ 6.67 (2H, d), δ 7.06-7.51 (11H, m), δ 8.88 (1H, s). IR (KBr) 2963, 2871, 1668, 1600, 1518, 1499, 1350, 1204... The reactants are Fc1cc(Br)ccc1Cl, [Li]CCCC, O=C=O, O. The product is O=C(O)c1ccc(Cl)c(F)c1. As a reaction SMILES: [Br:6][c:7]1[cH:8][c:9]([F:14])[c:10]([Cl:13])[cH:11][cH:12]1.[CH2:1]([Li:2])[CH2:3][CH2:4][CH3:5].[O:15]=[C:16]=[O:17].[OH2:18]>>[c:7]1([C:16](=[O:15])[OH:17])[cH:8][c:9]([F:14])[c:10]([Cl:13])[cH:11][cH:12]1. The reactants are FC1=C(C=CC=C1)C1=NN(C=C1)C (3-(2-fluorophenyl)-1-methyl-1H-pyrazole), FC1=C(C=CC=C1)C1=CC=NN1C (5-(2-fluorophenyl)-1-methyl-1H-pyrazole), BrBr (bromine). Run in C(Cl)(Cl)Cl (chloroform), C(Cl)(Cl)Cl (chloroform), C(Cl)(Cl)Cl (chloroform). Conditions: time 50 minute. Yields the product BrC=1C=NN(C1C1=C(C=CC=C1)F)C (4-bromo-5-(2-fluorophenyl)-1-methyl-1H-pyrazole). Isolated yield 27.6%. As a reaction SMILES: FC1C=CC=CC=1C1C=CN(C)N=1.[F:14][C:15]1[CH:20]=[CH:19][CH:18]=[CH:17][C:16]=1[C:21]1[N:25]([CH3:26])[N:24]=[CH:23][CH:22]=1.[Br:27]Br>C(Cl)(Cl)Cl>[Br:27][C:22]1[CH:23]=[N:24][N:25]([CH3:26])[C:21]=1[C:16]1[CH:17]=[CH:18][CH:19]=[CH:20][C:15]=1[F:14]. Procedure: To a solution of a mixture of 3-(2-fluorophenyl)-1-methyl-1H-pyrazole and 5-(2-fluorophenyl)-1-methyl-1H-pyrazole (6.77 g, 38.4 mmol, 1.0 eq.) in chloroform (10 mL) under nitrogen at 0° C. was added a solution of bromine (2.0 mL, 39.0 mmol, 1.0 eq.) in chloroform (5 mL) over 10 min. After 50 min, the reaction mixture was diluted with chloroform and washed with saturated aqueous NaHCO3 (3×), dried over Na2SO4, filtered, and concentrated in vacuo. Silica gel chromatography using hexanes:EtOAc (10:... Starting materials: C(C)OC(N(N)C)=O (2-azaalanine ethyl ester), CN1CCOCC1 (N-methylmorpholine), C(C(C)C)OC(=O)Cl (isobutylchloroformate), C(C)(C)(C)OC(=O)N[C@@H](C)C(=O)N[C@@H](C)C(=O)N1[C@H](C(=O)O)CCC1 (t-butyloxycarbonylalanylalanylproline). Run in C(Cl)(Cl)Cl (chloroform), O1CCCC1 (tetrahydrofuran). Reaction conditions: time 10 minute. The product is C(C)OC(N(NC([C@H]1N(CCC1)C([C@@H](NC([C@@H](NC(=O)OC(C)(C)C)C)=O)C)=O)=O)C)=O (t-butyloxycarbonylalanylalanylprolyl-2-azaalanine ethyl ester). As a reaction SMILES: [C:1]([O:5][C:6]([NH:8][C@H:9]([C:11]([NH:13][C@H:14]([C:16]([N:18]1[CH2:25][CH2:24][CH2:23][C@H:19]1[C:20](O)=[O:21])=[O:17])[CH3:15])=[O:12])[CH3:10])=[O:7])([CH3:4])([CH3:3])[CH3:2].CN1CCOCC1.C(OC(Cl)=O)C(C)C.[CH2:41]([O:43][C:44](=[O:48])[N:45]([CH3:47])[NH2:46])[CH3:42]>O1CCCC1.C(Cl)(Cl)Cl>[CH2:41]([O:43][C:44](=[O:48])[N:45]([CH3:47])[NH:46][C:20](=[O:21])[C@@H:19]1[CH2:23][CH2:24][CH2:25][N:18]1[C:16](=[O:17])[C@H:14]([CH3:15])[NH:13][C:11](=[O:12])[C@H:9]([CH3:10])[NH:8][C:6]([O:5][C:1]([CH3:2])([CH3:3])[CH3:4])=[O:7])[CH3:42]. Procedure: To a solution of 0.009 moles of t-butyloxycarbonylalanylalanylproline in 80 ml of dry tetrahydrofuran which has been cooled to -20° to -30° is added 1.0 ml of N-methylmorpholine and 1.2 ml of isobutylchloroformate. After stirring for 10 minutes there is added 0.009 moles of 2-azaalanine ethyl ester in 50 ml of chloroform. The reaction mixture is stirred overnight at room temperature and then concentrated in vacuo. The residue is taken up between ethyl acetate and 0.25 N hydrochloric acid. The or... Reactants: C=CCC(C=O)CCC, CCOC(C)=O, [H][H]. The product is CCCC(C=O)CCC. As a reaction SMILES: [CH2:1]([CH2:2][CH3:3])[CH:4]([CH:5]=[O:6])[CH2:7][CH:8]=[CH2:9].[CH3:12][CH2:13][O:14][C:15](=[O:16])[CH3:17].[H:10][H:11]>>[CH2:1]([CH2:2][CH3:3])[CH:4]([CH:5]=[O:6])[CH2:7][CH2:8][CH3:9].